Dataset: the Open Reaction Database (ORD), a public repository of structured organic reaction records. Task: describe an organic reaction: reactants, conditions, products, and yield The reactants are Cl (hydrochloric acid), ClC(C(=O)OCC)CC1=CC=C(C=C1)OCC(C)=O (ethyl 2-chloro-3-[4-(2-oxopropoxy)phenyl]propionate), NC(=S)N (thiourea), S1(=O)(=O)CCCC1 (sulfolane). Run in O (water), COCCO (ethylene glycol monomethyl ether), C(C)(=O)OCC (ethyl acetate), O (water). Reaction conditions: temperature 90 celsius. The product is O=C(COC1=CC=C(CC2C(NC(S2)=O)=O)C=C1)C (5-[4-(2-Oxopropoxy)benzyl]thiazolidine-2,4-dione). RXN SMILES: Cl[CH:2]([CH2:8][C:9]1[CH:14]=[CH:13][C:12]([O:15][CH2:16][C:17](=[O:19])[CH3:18])=[CH:11][CH:10]=1)[C:3]([O:5]CC)=O.[NH2:20][C:21](N)=[S:22].S1(CCCC1)(=O)=[O:25].Cl>C(OCC)(=O)C.O.COCCO>[O:19]=[C:17]([CH3:18])[CH2:16][O:15][C:12]1[CH:11]=[CH:10][C:9]([CH2:8][CH:2]2[S:22][C:21](=[O:25])[NH:20][C:3]2=[O:5])=[CH:14][CH:13]=1. Procedure details: A mixture comprising 12 g of ethyl 2-chloro-3-[4-(2-oxopropoxy)phenyl]propionate [prepared as described in step (b) above], 5 g of thiourea and 30 ml of sulfolane was heated at 90° C. for 3 hours, and then 100 ml of ethylene glycol monomethyl ether were added to the mixture, which was then heated for a further 4 hours. At the end of this time, 40 ml of water and 20 ml of concentrated aqueous hydrochloric acid were added to the reaction mixture, and the resulting mixture was heated for 4.5 hours ... The reactants are C[Si](C)(C)[N-][Si](C)(C)C, CCCCCC, COC(=O)C1C(=O)Nc2ccc(Cl)cc2CC1c1ccc(OC)cc1, [K+], C1CCOC1, CCOP(OCC)OCC. Product: COC(=O)C1(O)C(=O)Nc2ccc(Cl)cc2CC1c1ccc(OC)cc1. As a reaction SMILES: [CH3:26][Si:27]([CH3:28])([CH3:29])[N-:30][Si:31]([CH3:32])([CH3:33])[CH3:34].[CH3:51][CH2:52][CH2:53][CH2:54][CH2:55][CH3:56].[Cl:1][c:2]1[cH:3][cH:4][c:5]2[c:6]([cH:25]1)[CH2:7][CH:8]([c:17]1[cH:18][cH:19][c:20]([O:23][CH3:24])[cH:21][cH:22]1)[CH:9]([C:13](=[O:14])[O:15][CH3:16])[C:10](=[O:12])[NH:11]2.[K+:35].[O:46]1[CH2:47][CH2:48][CH2:49][CH2:50]1.[P:36]([O:37][CH2:44][CH3:45])([O:38][CH2:39][CH3:40])[O:41][CH2:42][CH3:43]>>[Cl:1][c:2]1[cH:3][cH:4][c:5]2[c:6]([cH:25]1)[CH2:7][CH:8]([c:17]1[cH:18][cH:19][c:20]([O:23][CH3:24])[cH:21][cH:22]1)[C:9]([C:13](=[O:14])[O:15][CH3:16])([OH:37])[C:10](=[O:12])[NH:11]2. Reactants: [BH4-], CCOC(=O)c1ccc(N2CC(C)NC(C)C2)cc1, CCO, CC#N, CC(C)[O-], CC(C)[O-], CC(C)[O-], CC(C)[O-], [Na+], [Ti+4]. Yields the product CCOC(=O)c1ccc(N2CC(C)N(C)C(C)C2)cc1. As a reaction SMILES: [BH4-:20].[CH3:1][CH:2]1[CH2:3][N:4]([c:9]2[cH:10][cH:11][c:12]([C:13](=[O:14])[O:15][CH2:16][CH3:17])[cH:18][cH:19]2)[CH2:5][CH:6]([CH3:8])[NH:7]1.[CH3:22][CH2:23][OH:24].[CH3:25][C:26]#[N:27].[CH3:28][CH:29]([CH3:30])[O-:31].[CH3:33][CH:34]([CH3:35])[O-:36].[CH3:37][CH:38]([CH3:39])[O-:40].[CH3:41][CH:42]([CH3:43])[O-:44].[Na+:21].[Ti+4:32]>>[CH3:1][CH:2]1[CH2:3][N:4]([c:9]2[cH:10][cH:11][c:12]([C:13](=[O:14])[O:15][CH2:16][CH3:17])[cH:18][cH:19]2)[CH2:5][CH:6]([CH3:8])[N:7]1[CH3:22]. The reactants are NC1=NC(=C(C(=N1)C)CC1=C(C=C(C=C1)CC#N)OC)NCCCCC (2-(4-((2-Amino-4-methyl-6-(pentylamino)pyrimidin-5-yl)methyl)-3-methoxyphenyl)acetonitrile), S(O)(O)(=O)=O (sulfuric acid), C(=O)(O)[O-].[Na+] (NaHCO3). Run in CO (MeOH). Conditions: temperature 70 celsius, time 2 hour. The product is NC1=NC(=C(C(=N1)C)CC1=C(C=C(C=C1)CC(=O)OC)OC)NCCCCC (Methyl 2-(4-((2-amino-4-methyl-6-(pentylamino)pyrimidin-5-yl)methyl)-3-methoxyphenyl)acetate). Reaction SMILES: [NH2:1][C:2]1[N:7]=[C:6]([CH3:8])[C:5]([CH2:9][C:10]2[CH:15]=[CH:14][C:13]([CH2:16][C:17]#N)=[CH:12][C:11]=2[O:19][CH3:20])=[C:4]([NH:21][CH2:22][CH2:23][CH2:24][CH2:25][CH3:26])[N:3]=1.S(=O)(=O)(O)[OH:28].[C:32]([O-])(O)=[O:33].[Na+]>CO>[NH2:1][C:2]1[N:7]=[C:6]([CH3:8])[C:5]([CH2:9][C:10]2[CH:15]=[CH:14][C:13]([CH2:16][C:17]([O:33][CH3:32])=[O:28])=[CH:12][C:11]=2[O:19][CH3:20])=[C:4]([NH:21][CH2:22][CH2:23][CH2:24][CH2:25][CH3:26])[N:3]=1 |f:2.3|. Procedure details: The product from step (vii) (0.329 g) was added in one portion to a mixture of sulfuric acid (2 ml) and MeOH (4 mL). The resulting solution was stirred at 70° C. for 2 h. The mixture was allowed to cool and poured into saturated aqueous NaHCO3 (20 mL). The aqueous was extracted with EtOAc and the combined organic phase was dried, filtered and evaporated. The crude product was purified by RPHPLC to afford a colourless gum that was triturated with hexane (5 mL). The solid was collected by filtrati...